The task is: describe an organic reaction: reactants, conditions, products, and yield. This data is from the Open Reaction Database (ORD), a public repository of structured organic reaction records. Reactants: C[C@]12C(C([C@H](CC1)C2(C)C)=O)=O ((1S,4R)-1,7,7-trimethyl-bicyclo [2.2.1]heptane-2,3-dione), COP(OC)(=O)CC(=O)C1=C(C=C(C=C1)Cl)C ([2-(4-Chloro-2-methyl-phenyl)-2-oxo-ethyl]-phosphonic acid dimethyl ester), O.NN (hydrazine monohydrate). The product is ClC1=CC(=C(C=C1)C=1N=NC=2[C@]3(CC[C@@H](C2C1)C3(C)C)C)C ((1S,8R)-5-(4-Chloro-2-methyl-phenyl)-1,11,11-trimethyl-3,4-diaza-tricyclo[6.2.1.02,7]undeca-2(7),3,5-triene). RXN SMILES: [CH3:1][C@@:2]12[C:8]([CH3:10])([CH3:9])[C@@H:5]([CH2:6][CH2:7]1)[C:4](=O)[C:3]2=O.COP([CH2:19][C:20]([C:22]1[CH:27]=[CH:26][C:25]([Cl:28])=[CH:24][C:23]=1[CH3:29])=O)(=O)OC.O.[NH2:31][NH2:32]>>[Cl:28][C:25]1[CH:26]=[CH:27][C:22]([C:20]2[N:31]=[N:32][C:3]3[C@:2]4([CH3:1])[C:8]([CH3:10])([CH3:9])[C@H:5]([C:4]=3[CH:19]=2)[CH2:6][CH2:7]4)=[C:23]([CH3:29])[CH:24]=1 |f:2.3|. Procedure: yellow solid. MS (EI): 312.2 (M+). Prepared from (1S,4R)-1,7,7-trimethyl-bicyclo [2.2.1]heptane-2,3-dione, [2-(4-Chloro-2-methyl-phenyl)-2-oxo-ethyl]-phosphonic acid dimethyl ester, hydrazine monohydrate. The reactants are CC(C)c1noc(N2CCC(COc3ccc(Br)cc3)CC2)n1, O=C([O-])[O-], CC(C)Sc1ccc(B(O)O)cc1, COCCOC, [Na+], [Na+], Cl[Pd]Cl, c1ccc(P(c2ccccc2)c2ccccc2)cc1, c1ccc(P(c2ccccc2)c2ccccc2)cc1. The product is CC(C)Sc1ccc(-c2ccc(OCC3CCN(c4nc(C(C)C)no4)CC3)cc2)cc1. RXN SMILES: [Br:14][c:15]1[cH:16][cH:17][c:18]([O:21][CH2:22][CH:23]2[CH2:24][CH2:25][N:26]([c:29]3[n:30][c:31]([CH:34]([CH3:35])[CH3:36])[n:32][o:33]3)[CH2:27][CH2:28]2)[cH:19][cH:20]1.[C:37](=[O:38])([O-:39])[O-:40].[CH3:1][CH:2]([CH3:3])[S:4][c:5]1[cH:6][cH:7][c:8]([B:11]([OH:12])[OH:13])[cH:9][cH:10]1.[CH3:84][O:85][CH2:86][CH2:87][O:88][CH3:89].[Na+:41].[Na+:42].[Pd:43]([Cl:44])[Cl:45].[c:46]1([P:47]([c:48]2[cH:49][cH:50][cH:51][cH:52][cH:53]2)[c:54]2[cH:55][cH:56][cH:57][cH:58][cH:59]2)[cH:60][cH:61][cH:62][cH:63][cH:64]1.[c:65]1([P:66]([c:67]2[cH:68][cH:69][cH:70][cH:71][cH:72]2)[c:73]2[cH:74][cH:75][cH:76][cH:77][cH:78]2)[cH:79][cH:80][cH:81][cH:82][cH:83]1>>[CH3:1][CH:2]([CH3:3])[S:4][c:5]1[cH:6][cH:7][c:8](-[c:15]2[cH:16][cH:17][c:18]([O:21][CH2:22][CH:23]3[CH2:24][CH2:25][N:26]([c:29]4[n:30][c:31]([CH:34]([CH3:35])[CH3:36])[n:32][o:33]4)[CH2:27][CH2:28]3)[cH:19][cH:20]2)[cH:9][cH:10]1. Reactants: ClCCl, O=C(O)C(F)(F)F, C[Si](C)(C)CCOCn1nc(-c2cccc(NCc3ccsc3)c2)c2cnc(NCCN3CCOCC3)nc21. The product is c1cc(NCc2ccsc2)cc(-c2n[nH]c3nc(NCCN4CCOCC4)ncc23)c1. Reaction SMILES: [Cl:47][CH2:48][Cl:49].[F:40][C:41]([F:42])([F:43])[C:44]([OH:45])=[O:46].[O:1]1[CH2:2][CH2:3][N:4]([CH2:7][CH2:8][NH:9][c:10]2[n:11][cH:12][c:13]3[c:14]([n:15]2)[n:16]([CH2:32][O:33][CH2:34][CH2:35][Si:36]([CH3:37])([CH3:38])[CH3:39])[n:17][c:18]3-[c:19]2[cH:20][c:21]([NH:25][CH2:26][c:27]3[cH:28][s:29][cH:30][cH:31]3)[cH:22][cH:23][cH:24]2)[CH2:5][CH2:6]1>>[O:1]1[CH2:2][CH2:3][N:4]([CH2:7][CH2:8][NH:9][c:10]2[n:11][cH:12][c:13]3[c:14]([n:15]2)[nH:16][n:17][c:18]3-[c:19]2[cH:20][c:21]([NH:25][CH2:26][c:27]3[cH:28][s:29][cH:30][cH:31]3)[cH:22][cH:23][cH:24]2)[CH2:5][CH2:6]1. The product is C(C1=CC=CC=C1)N1C2=C(NC(C(C1)C)=O)C=NC(=N2)Cl ((rac)-9-benzyl-2-chloro-7-methyl-5,7,8,9-tetrahydro-pyrimido[4,5-b][1,4]diazepin-6-one). Procedure: To a solution of 2.55 g (0.007 mole) of (rac)-3-[benzyl-(2-chloro-5-nitro-pyrimidin-4-yl)-amino]-2-methyl-propanoic acid methyl ester in 50 mL of acetic acid, was added 2.550 g (0.0457 g-atom) of iron powder. The mixture was heated at 80 degrees for 2 hours, then filtered through Celite while still hot. The filtercake was washed with 200 mL of ethyl acetate, and the combined filtrate washed successively with 200 mL of water, 200 mL of 7.4 M ammonium hydroxide, 200 mL of water and 200 mL of brine... Reagents/catalysts: [Fe] (iron). Starting materials: COC(C(CN(C1=NC(=NC=C1[N+](=O)[O-])Cl)CC1=CC=CC=C1)C)=O ((rac)-3-[benzyl-(2-chloro-5-nitro-pyrimidin-4-yl)-amino]-2-methyl-propanoic acid methyl ester). As a reaction SMILES: C[O:2][C:3](=O)[CH:4]([CH3:24])[CH2:5][N:6]([CH2:17][C:18]1[CH:23]=[CH:22][CH:21]=[CH:20][CH:19]=1)[C:7]1[C:12]([N+:13]([O-])=O)=[CH:11][N:10]=[C:9]([Cl:16])[N:8]=1>C(O)(=O)C.[Fe]>[CH2:17]([N:6]1[CH2:5][CH:4]([CH3:24])[C:3](=[O:2])[NH:13][C:12]2[CH:11]=[N:10][C:9]([Cl:16])=[N:8][C:7]1=2)[C:18]1[CH:23]=[CH:22][CH:21]=[CH:20][CH:19]=1. The solvent is C(C)(=O)O (acetic acid). Isolated yield 28.8%.